From a dataset of the Open Reaction Database (ORD), a public repository of structured organic reaction records. describe an organic reaction: reactants, conditions, products, and yield Reactants: N1C(CC(CC1)=O)=O (Piperidine-2,4-dione), FC1=CC=C(N)C=C1 (4-fluoroaniline), CO (methanol). Solvent: C(Cl)Cl (DCM), CCOCC (ether). Reaction conditions: time 20 minute. Yields the product FC1=CC=C(C=C1)NC1=CC(NCC1)=O (4-(4-fluorophenylamino)-5,6-dihydropyridin-2(1H)-one). Yield: 38.4%. As a reaction SMILES: [NH:1]1[CH2:6][CH2:5][C:4](=O)[CH2:3][C:2]1=[O:8].[F:9][C:10]1[CH:16]=[CH:15][C:13]([NH2:14])=[CH:12][CH:11]=1.CO>C(Cl)Cl.CCOCC>[F:9][C:10]1[CH:16]=[CH:15][C:13]([NH:14][C:4]2[CH2:5][CH2:6][NH:1][C:2](=[O:8])[CH:3]=2)=[CH:12][CH:11]=1. Reported procedure: Piperidine-2,4-dione (I-59d: 10 g, 88.40 mmol) and 4-fluoroaniline (9.82 g, 88.40 mmol) were heated at 120° C. for 5 hours under argon atmosphere. The reaction was monitored by TLC (10% methanol in DCM). The reaction mass was cooled to room temperature, diluted with ether and stirred for 20 minutes. The solid precipitated was collected by filtration to afford 7 g of the product (38.46% yield). Reactants: ClC1=C2C(=CN=N1)N(C=N2)[C@H]2[C@](OC(C1=CC=CC=C1)=O)([C@H](OC(C1=CC=CC=C1)=O)[C@H](O2)COC(C2=CC=CC=C2)=O)C (4-chloro-1-(2-C-methyl-2,3,5-tri-O-Benzoyl-β-D-ribofuranosyl)imidazo[4,5-d]pyridazine), N (ammonia), steel. Solvent: CO (methanol). Yields the product NC1=C2C(=CN=N1)N(C=N2)[C@H]2[C@](O)([C@H](O)[C@H](O2)CO)C (4-amino-1-(2-C-methyl-β-D-ribofuranosyl)imidazo[4,5-d]pyridazine). Reaction SMILES: Cl[C:2]1[N:7]=[N:6][CH:5]=[C:4]2[N:8]([C@@H:11]3[O:33][C@H:32]([CH2:34][O:35]C(=O)C4C=CC=CC=4)[C@@H:22]([O:23]C(=O)C4C=CC=CC=4)[C@@:12]3([CH3:44])[O:13]C(=O)C3C=CC=CC=3)[CH:9]=[N:10][C:3]=12.[NH3:45]>CO>[NH2:45][C:2]1[N:7]=[N:6][CH:5]=[C:4]2[N:8]([C@@H:11]3[O:33][C@H:32]([CH2:34][OH:35])[C@@H:22]([OH:23])[C@@:12]3([CH3:44])[OH:13])[CH:9]=[N:10][C:3]=12. Procedure details: The compound from Step B (590 mg, 0.96 mmol) was added to a solution of ammonia in methanol and stirred in a steel bomb at 150° C. for 6 hours. The reaction mixture was evaporated to dryness to remove methanol. The crude product was purified on silica gel reverse-phase (C18) using water as eluant to give the title compound (35 mg) as a white powder. Starting materials: ClC=1C2=C(SC1C(=O)N[C@@H](C(=O)O)CC1=CC=CC=C1)C=C(C(=C2)F)F ((R)-2-(3-chloro-5,6-difluorobenzo[b]thiophene-2-carboxamido)-3-phenylpropanoic acid), C(C)(C)(C)OC([C@@H](N)CC1=CC=CC=C1)=O ((S)-phenylalanine tert-butyl ester). Yields the product ClC=1C2=C(SC1C(=O)N[C@H](C(=O)O)CC1=CC=CC=C1)C=C(C(=C2)F)F ((S)-2-(3-chloro-5,6-difluorobenzo[b]thiophene-2-carboxamido)-3-phenylpropanoic acid). Reaction SMILES: [Cl:1][C:2]1[C:3]2[CH:24]=[C:23]([F:25])[C:22]([F:26])=[CH:21][C:4]=2[S:5][C:6]=1[C:7]([NH:9][C@H:10]([CH2:14][C:15]1[CH:20]=[CH:19][CH:18]=[CH:17][CH:16]=1)[C:11]([OH:13])=[O:12])=[O:8].C(OC(=O)[C@H](CC1C=CC=CC=1)N)(C)(C)C>>[Cl:1][C:2]1[C:3]2[CH:24]=[C:23]([F:25])[C:22]([F:26])=[CH:21][C:4]=2[S:5][C:6]=1[C:7]([NH:9][C@@H:10]([CH2:14][C:15]1[CH:20]=[CH:19][CH:18]=[CH:17][CH:16]=1)[C:11]([OH:13])=[O:12])=[O:8]. Procedure details: Following the 8a synthetic method, using B1 (55.33 mg, 0.25 mmol) instead of A1 gave 8b as a white powder; (93.51 mg, 94.5%). [α]D25: +22.3 (c=0.43, CHCl3); 1H-NMR (300 MHz, acetone-d6): δ 7.80 (s, 1H), 7.64-7.51 (m, 3H), 7.34-7.24 (m, 5H), 5.16-5.10 (m, 1H), 3.43-3.28 (m, 2H); 13C NMR (300 MHz, acetone-d6): δ 175.44, 160.03, 153.01, 151.93, 149.64, 148.62, 135.14, 133.75, 133.28, 129.45, 128.83, 127.55, 188.89, 110.98, 110.79, 110.53, 54.04, 37.28; HRMS (ESI): calcd for: C18H12ClF2NO3S [M−H]−=3... Starting materials: BrC=1C=C(C=2C=NN(C2C1)C(C)C)C(=O)NCC=1C(NC(=CC1C)C)=O (6-bromo-N-[(4,6-dimethyl-2-oxo-1,2-dihydro-3-pyridinyl)methyl]-1-(1-methylethyl)-1H-indazole-4-carboxamide), O (Water), CC1(OB(OC1(C)C)C=1C=CC(=NC1)NC(C)=O)C (N-[5-(4,4,5,5-tetramethyl-1,3,2-dioxaborolan-2-yl)-2-pyridinyl]acetamide), C([O-])(O)=O.[Na+] (Sodium bicarbonate). Reagents/catalysts: C1=CC=C(C=C1)P([C-]2C=CC=C2)C3=CC=CC=C3.C1=CC=C(C=C1)P([C-]2C=CC=C2)C3=CC=CC=C3.Cl[Pd]Cl.[Fe+2].C(Cl)Cl (PdCl2(dppf) CH2Cl2). Solvent: COCCOC.O (DME water). Reaction conditions: temperature 120 celsius. Yields the product C(C)(=O)NC1=CC=C(C=N1)C=1C=C(C=2C=NN(C2C1)C(C)C)C(=O)NCC=1C(NC(=CC1C)C)=O (6-[6-(Acetylamino)-3-pyridinyl]-N-[(4,6-dimethyl-2-oxo-1,2-dihydro-3-pyridinyl)methyl]-1-(1-methylethyl)-1H-indazole-4-carboxamide). Yield: 80.2%. RXN SMILES: Br[C:2]1[CH:3]=[C:4]([C:14]([NH:16][CH2:17][C:18]2[C:19](=[O:26])[NH:20][C:21]([CH3:25])=[CH:22][C:23]=2[CH3:24])=[O:15])[C:5]2[CH:6]=[N:7][N:8]([CH:11]([CH3:13])[CH3:12])[C:9]=2[CH:10]=1.CC1(C)C(C)(C)OB([C:35]2[CH:36]=[CH:37][C:38]([NH:41][C:42](=[O:44])[CH3:43])=[N:39][CH:40]=2)O1.C(=O)(O)[O-].[Na+].O>COCCOC.O.C1C=CC(P(C2C=CC=CC=2)[C-]2C=CC=C2)=CC=1.C1C=CC(P(C2C=CC=CC=2)[C-]2C=CC=C2)=CC=1.Cl[Pd]Cl.[Fe+2].C(Cl)Cl>[C:42]([NH:41][C:38]1[N:39]=[CH:40][C:35]([C:2]2[CH:3]=[C:4]([C:14]([NH:16][CH2:17][C:18]3[C:19](=[O:26])[NH:20][C:21]([CH3:25])=[CH:22][C:23]=3[CH3:24])=[O:15])[C:5]3[CH:6]=[N:7][N:8]([CH:11]([CH3:13])[CH3:12])[C:9]=3[CH:10]=2)=[CH:36][CH:37]=1)(=[O:44])[CH3:43] |f:2.3,5.6,7.8.9.10.11|. Procedure details: In a 25 mL sealable tube under nitrogen were combined 6-bromo-N-[(4,6-dimethyl-2-oxo-1,2-dihydro-3-pyridinyl)methyl]-1-(1-methylethyl)-1H-indazole-4-carboxamide (110 mg, 0.24 mmol), N-[5-(4,4,5,5-tetramethyl-1,3,2-dioxaborolan-2-yl)-2-pyridinyl]acetamide (104 mg, 0.4 mmol) in DME/water (3 mL:1 mL). PdCl2(dppf)-CH2Cl2 (10.76 mg, 0.013 mmol) was added and the resulting mixture was degassed with nitrogen for 10 min. Sodium bicarbonate (66.4 mg, 0.79 mmol) was added, the vessel was sealed, and the i... The reactants are N1=C(C=CC=C1)C(=O)O (Picolinic acid), CO (methanol), N[C@@H](C(C)C)C(=O)N[C@@H](CC1=CC=CC=C1)[C@H]([C@@H]([C@H](CC1=CC=CC=C1)NC([C@@H](N)C(C)C)=O)O)O ((2S,3R,4R,5S)-2,5-Di-(N-(valinyl)amino)-3,4-dihydroxy-1,6-diphenylhexane), N=C=N (carbodiimide). The solvent is C(Cl)(Cl)Cl (chloroform). Product: N1=C(C=CC=C1)C(=O)N[C@@H](C(C)C)C(=O)N[C@@H](CC1=CC=CC=C1)[C@H]([C@@H]([C@H](CC1=CC=CC=C1)NC([C@@H](NC(=O)C1=NC=CC=C1)C(C)C)=O)O)O ((2S,3R4R,5S)-2,5-Di-(N-(((2-pyridinyl)carbonyl)-valinyl)amino)-3,4-dihydroxy-1,6-diphenylhexane). Yield: 10.0%. Reaction SMILES: [N:1]1[CH:6]=[CH:5][CH:4]=[CH:3][C:2]=1[C:7]([OH:9])=O.[NH2:10][C@H:11]([C:15]([NH:17][C@H:18]([C@@H:26]([OH:45])[C@H:27]([OH:44])[C@@H:28]([NH:36][C:37](=[O:43])[C@H:38]([CH:40]([CH3:42])[CH3:41])[NH2:39])[CH2:29][C:30]1[CH:35]=[CH:34][CH:33]=[CH:32][CH:31]=1)[CH2:19][C:20]1[CH:25]=[CH:24][CH:23]=[CH:22][CH:21]=1)=[O:16])[CH:12]([CH3:14])[CH3:13].N=[C:47]=[NH:48].[CH3:49][OH:50]>C(Cl)(Cl)Cl>[N:48]1[CH:47]=[CH:4][CH:3]=[CH:2][C:7]=1[C:49]([NH:10][C@H:11]([C:15]([NH:17][C@H:18]([C@@H:26]([OH:45])[C@H:27]([OH:44])[C@@H:28]([NH:36][C:37](=[O:43])[C@H:38]([CH:40]([CH3:41])[CH3:42])[NH:39][C:7]([C:2]1[CH:3]=[CH:4][CH:5]=[CH:6][N:1]=1)=[O:9])[CH2:29][C:30]1[CH:31]=[CH:32][CH:33]=[CH:34][CH:35]=1)[CH2:19][C:20]1[CH:25]=[CH:24][CH:23]=[CH:22][CH:21]=1)=[O:16])[CH:12]([CH3:14])[CH3:13])=[O:50]. Procedure: Picolinic acid was coupled to the resultant compound of Example 173 using the carbodiimide coupling procedure described in Example 55 to provide after silica gel chromatography using a gradient of 5-10% methanol in chloroform, the desired compound (Rf 0.16, 10% methanol in chloroform) as a white solid, m.p. 167°-171° C., in 61% yield. Mass spectrum: (M+H)+ =709. Starting materials: [C-]#N, CS(C)=O, COc1ccc(CC(=O)NCc2cnc(Cl)nc2NCC(C)(C)C)cc1, [K+], O. The product is COc1ccc(CC(=O)NCc2cnc(C#N)nc2NCC(C)(C)C)cc1. Reaction SMILES: [C-:27]#[N:28].[CH3:30][S:31]([CH3:32])=[O:33].[Cl:1][c:2]1[n:3][cH:4][c:5]([CH2:14][NH:15][C:16]([CH2:17][c:18]2[cH:19][cH:20][c:21]([O:24][CH3:25])[cH:22][cH:23]2)=[O:26])[c:6]([NH:8][CH2:9][C:10]([CH3:11])([CH3:12])[CH3:13])[n:7]1.[K+:29].[OH2:34]>>[c:2]1([C:27]#[N:28])[n:3][cH:4][c:5]([CH2:14][NH:15][C:16]([CH2:17][c:18]2[cH:19][cH:20][c:21]([O:24][CH3:25])[cH:22][cH:23]2)=[O:26])[c:6]([NH:8][CH2:9][C:10]([CH3:11])([CH3:12])[CH3:13])[n:7]1. The reactants are C1CCOC1, COC(=O)C(NC(=O)c1nc(-c2ccccc2)n2c1CN(C(=O)OC(C)(C)C)CC2)C(C)(C)C, [Li+], [OH-], O. Product: CC(C)(C)OC(=O)N1CCn2c(-c3ccccc3)nc(C(=O)NC(C(=O)O)C(C)(C)C)c2C1. As a reaction SMILES: [CH2:37]1[O:38][CH2:39][CH2:40][CH2:41]1.[CH3:1][O:2][C:3]([CH:4]([C:5]([CH3:6])([CH3:7])[CH3:8])[NH:9][C:10](=[O:11])[c:12]1[n:13][c:14](-[c:28]2[cH:29][cH:30][cH:31][cH:32][cH:33]2)[n:15]2[c:16]1[CH2:17][N:18]([C:21](=[O:22])[O:23][C:24]([CH3:25])([CH3:26])[CH3:27])[CH2:19][CH2:20]2)=[O:34].[Li+:35].[OH-:36].[OH2:42]>>[O:2]=[C:3]([CH:4]([C:5]([CH3:6])([CH3:7])[CH3:8])[NH:9][C:10](=[O:11])[c:12]1[n:13][c:14](-[c:28]2[cH:29][cH:30][cH:31][cH:32][cH:33]2)[n:15]2[c:16]1[CH2:17][N:18]([C:21](=[O:22])[O:23][C:24]([CH3:25])([CH3:26])[CH3:27])[CH2:19][CH2:20]2)[OH:34]. Reactants: ClC1=NC=CC(=C1)C#CC=1N=C(NC1)C (2-chloro-4-(2-methyl-1H-imidazol-4-ylethynyl)-pyridine), Cl.ClCC1=CC(=NC=C1)C (4-chloromethyl-2-methyl-pyridine hydrochloride). The product is CC1=NC=CC(=C1)CN1C(=NC(=C1)C#CC1=CC(=NC=C1)Cl)C (4-[1-(2-Methyl-pyridin-4-ylmethyl)-2-methyl-1H-imidazol-4-ylethynyl]-2-chloro-pyridine). RXN SMILES: [Cl:1][C:2]1[CH:7]=[C:6]([C:8]#[C:9][C:10]2[N:11]=[C:12]([CH3:15])[NH:13][CH:14]=2)[CH:5]=[CH:4][N:3]=1.Cl.Cl[CH2:18][C:19]1[CH:24]=[CH:23][N:22]=[C:21]([CH3:25])[CH:20]=1>>[CH3:25][C:21]1[CH:20]=[C:19]([CH2:18][N:13]2[CH:14]=[C:10]([C:9]#[C:8][C:6]3[CH:5]=[CH:4][N:3]=[C:2]([Cl:1])[CH:7]=3)[N:11]=[C:12]2[CH3:15])[CH:24]=[CH:23][N:22]=1 |f:1.2|. Reported procedure: The title compound, MS: m/e=323.3 (M+H30), was prepared in accordance with the general method of example 1 from 2-chloro-4-(2-methyl-1H-imidazol-4-ylethynyl)-pyridine and 4-chloromethyl-2-methyl-pyridine hydrochloride. The reactants are [Br-], CN1C2CCC(=O)C1CC2, C1CCOC1, [Mg+]c1ccccc1. Product: CN1C2CCC1C(O)(c1ccccc1)CC2. Reaction SMILES: [Br-:1].[CH3:9][N:10]1[CH:11]2[C:12](=[O:18])[CH2:13][CH2:14][CH:15]1[CH2:16][CH2:17]2.[O:19]1[CH2:20][CH2:21][CH2:22][CH2:23]1.[c:2]1([Mg+:8])[cH:3][cH:4][cH:5][cH:6][cH:7]1>>[c:2]1([C:12]2([OH:18])[CH:11]3[N:10]([CH3:9])[CH:15]([CH2:14][CH2:13]2)[CH2:16][CH2:17]3)[cH:3][cH:4][cH:5][cH:6][cH:7]1.